From a dataset of the Open Reaction Database (ORD), a public repository of structured organic reaction records. describe an organic reaction: reactants, conditions, products, and yield The reactants are N[C@H]1CN(CC1)C1=NC(=C2N=CN(C2=N1)[C@H]1[C@@H]([C@@H]([C@H](C1)N1N=CC(=N1)CC)O)O)NCC(C1=CC=CC=C1)C1=CC=CC=C1 ((1R,2S,3R,5S)-3-[2-((R)-3-amino-pyrrolidin-1-yl)-6-(2,2-diphenyl-ethylamino)-purin-9-yl]-5-(4-ethyl-[1,2,3]triazol-2-yl)-cyclopentane-1,2-diol), Cl.C1(=CC=CC=C1)C(CNC1=C2N=CN(C2=NC(=N1)N1C[C@@H](CC1)NC(=O)NC1=CC=NC=C1)[C@H]1[C@@H]([C@@H]([C@H](C1)N1N=C(N=N1)CC)O)O)C1=CC=CC=C1 (1-((R)-1-{6-(2,2-Diphenyl-ethylamino)-9-[(1R,2S,3R,4S)-4-(5-ethyl-tetrazol-2-yl)-2,3-dihydroxy-cyclopentyl]-9H-purin-2-yl}-pyrrolidin-3-yl)-3-pyridin-4-yl-urea hydrochloride). The product is Cl.C1(=CC=CC=C1)C(CNC1=C2N=CN(C2=NC(=N1)N1C[C@@H](CC1)NC(=O)NC1=CC=NC=C1)[C@H]1[C@@H]([C@@H]([C@H](C1)N1N=CC(=N1)CC)O)O)C1=CC=CC=C1 (1-((R)-1-{6-(2,2-Diphenyl-ethylamino)-9-[(1R,2S,3R,4S)-4-(4-ethyl-[1,2,3]triazol-2-yl)-2,3-dihydroxy-cyclopentyl]-9H-purin-2-yl}-pyrrolidin-3-yl)-3-pyridin-4-yl-urea hydrochloride). As a reaction SMILES: [NH2:1][C@@H:2]1[CH2:6][CH2:5][N:4]([C:7]2[N:15]=[C:14]3[C:10]([N:11]=[CH:12][N:13]3[C@@H:16]3[CH2:20][C@H:19]([N:21]4[N:25]=[C:24]([CH2:26][CH3:27])[CH:23]=[N:22]4)[C@@H:18]([OH:28])[C@H:17]3[OH:29])=[C:9]([NH:30][CH2:31][CH:32]([C:39]3[CH:44]=[CH:43][CH:42]=[CH:41][CH:40]=3)[C:33]3[CH:38]=[CH:37][CH:36]=[CH:35][CH:34]=3)[N:8]=2)[CH2:3]1.[ClH:45].C1(C(C2C=CC=CC=2)CNC2N=C(N3CC[C@@H](N[C:70]([NH:72][C:73]4[CH:78]=[CH:77][N:76]=[CH:75][CH:74]=4)=[O:71])C3)N=C3C=2N=CN3[C@@H]2C[C@H](N3N=NC(CC)=N3)[C@@H](O)[C@H]2O)C=CC=CC=1>>[ClH:45].[C:33]1([CH:32]([C:39]2[CH:40]=[CH:41][CH:42]=[CH:43][CH:44]=2)[CH2:31][NH:30][C:9]2[N:8]=[C:7]([N:4]3[CH2:5][CH2:6][C@@H:2]([NH:1][C:70]([NH:72][C:73]4[CH:78]=[CH:77][N:76]=[CH:75][CH:74]=4)=[O:71])[CH2:3]3)[N:15]=[C:14]3[C:10]=2[N:11]=[CH:12][N:13]3[C@@H:16]2[CH2:20][C@H:19]([N:21]3[N:25]=[C:24]([CH2:26][CH3:27])[CH:23]=[N:22]3)[C@@H:18]([OH:28])[C@H:17]2[OH:29])[CH:34]=[CH:35][CH:36]=[CH:37][CH:38]=1 |f:1.2,3.4|. Procedure details: This compound is prepared from (1R,2S,3R,5S)-3-[2-((R)-3-amino-pyrrolidin-1-yl)-6-(2,2-diphenyl-ethylamino)-purin-9-yl]-5-(4-ethyl-[1,2,3]triazol-2-yl)-cyclopentane-1,2-diol (Intermediate FC) using a procedure analogous to that of 1-((R)-1-{6-(2,2-diphenyl-ethylamino)-9-[(1R,2S,3R,4S)-4-(5-ethyl-tetrazol-2-yl)-2,3-dihydroxy-cyclopentyl]-9H-purin-2-yl}-pyrrolidin-3-yl)-3-pyridin-4-yl-urea hydrochloride (Example 108). MS (ES+) m/e 715.54 (MH+). The reactants are FC=1C=CC(=C2CC[C@H](C12)OC1=CC2=C([C@@H](CO2)CC(=O)OC)C=C1)B1OC(C(O1)(C)C)(C)C (methyl 2-((S)-6-((R)-7-fluoro-4-(4,4,5,5-tetramethyl-1,3,2-dioxaborolan-2-yl)-2,3-dihydro-1H-inden-1-yloxy)-2,3-dihydro-benzofuran-3-yl)acetate), BrC1=C(C=C(C=C1C)C=1C=CC(N(C1)C)=O)C (5-(4-bromo-3,5-dimethylphenyl)-1-methylpyridin-2(1H)-one), BrC1=C2CC[C@H](C2=C(C=C1)F)OC1=CC2=C([C@@H](CO2)CC(=O)OC)C=C1 (Methyl 2-((S)-6-((R)-4-bromo-7-fluoro-2,3-dihydro-1H-inden-1-yloxy)-2,3-dihydrobenzofuran-3-yl)acetate). Product: CC1=C(C(=CC(=C1)C1=CN(C(C=C1)=O)C)C)C1=C2CC[C@H](C2=C(C=C1)F)OC1=CC2=C([C@@H](CO2)CC(=O)OC)C=C1 (Methyl 2-((S)-6-((R)-4-(2,6-dimethyl-4-(1-methyl-6-oxo-1,6-dihydropyridin-3-yl)phenyl)-7-fluoro-2,3-dihydro-1H-inden-1-yloxy)-2,3-dihydrobenzofuran-3-yl)acetate). As a reaction SMILES: [F:1][C:2]1[CH:3]=[CH:4][C:5](B2OC(C)(C)C(C)(C)O2)=[C:6]2[C:10]=1[C@H:9]([O:11][C:12]1[CH:25]=[CH:24][C:15]3[C@H:16]([CH2:19][C:20]([O:22][CH3:23])=[O:21])[CH2:17][O:18][C:14]=3[CH:13]=1)[CH2:8][CH2:7]2.Br[C:36]1[C:41]([CH3:42])=[CH:40][C:39]([C:43]2[CH:44]=[CH:45][C:46](=[O:50])[N:47]([CH3:49])[CH:48]=2)=[CH:38][C:37]=1[CH3:51].BrC1C=CC(F)=C2C=1CC[C@H]2OC1C=CC2[C@H](CC(OC)=O)COC=2C=1>>[CH3:42][C:41]1[CH:40]=[C:39]([C:43]2[CH:44]=[CH:45][C:46](=[O:50])[N:47]([CH3:49])[CH:48]=2)[CH:38]=[C:37]([CH3:51])[C:36]=1[C:5]1[CH:4]=[CH:3][C:2]([F:1])=[C:10]2[C:6]=1[CH2:7][CH2:8][C@H:9]2[O:11][C:12]1[CH:25]=[CH:24][C:15]2[C@H:16]([CH2:19][C:20]([O:22][CH3:23])=[O:21])[CH2:17][O:18][C:14]=2[CH:13]=1. Procedure: The title compound is prepared from methyl 2-((S)-6-((R)-7-fluoro-4-(4,4,5,5-tetramethyl-1,3,2-dioxaborolan-2-yl)-2,3-dihydro-1H-inden-1-yloxy)-2,3-dihydro-benzofuran-3-yl)acetate and 5-(4-bromo-3,5-dimethylphenyl)-1-methylpyridin-2(1H)-one following a procedure analogous to that described in Step 5 of Intermediate 1. LC (method 11): tR=1.19 min; Mass spectrum (ESI+): m/z=554 [M+H]+. The product is CN(C(=O)c1ccccc1C(F)(F)F)c1cccnc1Cl. Reaction SMILES: [C:21](=[O:22])([O-:23])[O-:24].[CH3:27][I:28].[CH3:29][CH2:30][OH:31].[Cl:1][c:2]1[n:3][cH:4][cH:5][cH:6][c:7]1[NH:8][C:9]([c:10]1[c:11]([C:16]([F:17])([F:18])[F:19])[cH:12][cH:13][cH:14][cH:15]1)=[O:20].[K+:25].[K+:26]>>[Cl:1][c:2]1[n:3][cH:4][cH:5][cH:6][c:7]1[N:8]([C:9]([c:10]1[c:11]([C:16]([F:17])([F:18])[F:19])[cH:12][cH:13][cH:14][cH:15]1)=[O:20])[CH3:21]. The reactants are O=C([O-])[O-], CI, CCO, O=C(Nc1cccnc1Cl)c1ccccc1C(F)(F)F, [K+], [K+]. The reactants are O=c1[nH]c(=O)n(CCCN2CC3CC3(c3ccc(C(F)(F)F)cc3)C2)nc1Br, O=C([O-])[O-], Cc1nc(C)c(B2OC(C)(C)C(C)(C)O2)s1, COCCOC, [Na+], [Na+], O, c1ccc(-c2ccccc2P(C2CCCCC2)C2CCCCC2)cc1. Yields the product Cc1nc(C)c(-c2nn(CCCN3CC4CC4(c4ccc(C(F)(F)F)cc4)C3)c(=O)[nH]c2=O)s1. Reaction SMILES: [Br:1][c:2]1[c:3](=[O:28])[nH:4][c:5](=[O:27])[n:6]([CH2:8][CH2:9][CH2:10][N:11]2[CH2:12][C:13]3([c:17]4[cH:18][cH:19][c:20]([C:23]([F:24])([F:25])[F:26])[cH:21][cH:22]4)[CH2:14][CH:15]3[CH2:16]2)[n:7]1.[C:45](=[O:46])([O-:47])[O-:48].[CH3:29][c:30]1[s:31][c:32]([B:36]2[O:37][C:38]([CH3:39])([CH3:40])[C:41]([CH3:42])([CH3:43])[O:44]2)[c:33]([CH3:35])[n:34]1.[CH3:77][O:78][CH2:79][CH2:80][O:81][CH3:82].[Na+:49].[Na+:50].[OH2:76].[c:51]1(-[c:52]2[cH:53][cH:54][cH:55][cH:56][cH:57]2)[cH:58][cH:59][cH:60][cH:61][c:62]1[P:63]([CH:64]1[CH2:65][CH2:66][CH2:67][CH2:68][CH2:69]1)[CH:70]1[CH2:71][CH2:72][CH2:73][CH2:74][CH2:75]1>>[c:2]1(-[c:32]2[s:31][c:30]([CH3:29])[n:34][c:33]2[CH3:35])[c:3](=[O:28])[nH:4][c:5](=[O:27])[n:6]([CH2:8][CH2:9][CH2:10][N:11]2[CH2:12][C:13]3([c:17]4[cH:18][cH:19][c:20]([C:23]([F:24])([F:25])[F:26])[cH:21][cH:22]4)[CH2:14][CH:15]3[CH2:16]2)[n:7]1. Starting materials: C1COCCO1, CCCCOC(=O)c1nc(Cl)c2ccc(Oc3ccccc3)cc2c1O, CCCCOC(=O)c1nc(Cl)c2cc(Oc3ccccc3)ccc2c1O, CB1OB(C)OB(C)O1, [K+], [K+], O=C([O-])[O-], c1ccc(P(c2ccccc2)(c2ccccc2)[Pd](P(c2ccccc2)(c2ccccc2)c2ccccc2)(P(c2ccccc2)(c2ccccc2)c2ccccc2)P(c2ccccc2)(c2ccccc2)c2ccccc2)cc1. The product is CCCCOC(=O)c1nc(C)c2cc(Oc3ccccc3)ccc2c1O. As a reaction SMILES: [CH2:145]1[O:146][CH2:147][CH2:148][O:149][CH2:150]1.[CH2:16]([O:17][C:18]([c:19]1[n:20][c:21]([Cl:22])[c:23]2[c:24]([c:25]1[OH:26])[cH:27][c:28]([O:29][c:30]1[cH:31][cH:32][cH:33][cH:34][cH:35]1)[cH:36][cH:37]2)=[O:38])[CH2:39][CH2:40][CH3:41].[CH2:42]([CH2:43][CH2:44][CH3:45])[O:46][C:47](=[O:48])[c:49]1[n:50][c:51]([Cl:67])[c:52]2[cH:53][c:54]([O:60][c:61]3[cH:62][cH:63][cH:64][cH:65][cH:66]3)[cH:55][cH:56][c:57]2[c:58]1[OH:59].[CH3:1][B:2]1[O:3][B:4]([CH3:5])[O:6][B:7]([CH3:8])[O:9]1.[K+:10].[K+:11].[O-:12][C:13]([O-:14])=[O:15].[cH:68]1[cH:69][cH:70][c:71]([P:72]([Pd:73]([P:74]([c:75]2[cH:76][cH:77][cH:78][cH:79][cH:80]2)([c:81]2[cH:82][cH:83][cH:84][cH:85][cH:86]2)[c:87]2[cH:88][cH:89][cH:90][cH:91][cH:92]2)([P:93]([c:94]2[cH:95][cH:96][cH:97][cH:98][cH:99]2)([c:100]2[cH:101][cH:102][cH:103][cH:104][cH:105]2)[c:106]2[cH:107][cH:108][cH:109][cH:110][cH:111]2)[P:112]([c:113]2[cH:114][cH:115][cH:116][cH:117][cH:118]2)([c:119]2[cH:120][cH:121][cH:122][cH:123][cH:124]2)[c:125]2[cH:126][cH:127][cH:128][cH:129][cH:130]2)([c:131]2[cH:132][cH:133][cH:134][cH:135][cH:136]2)[c:137]2[cH:138][cH:139][cH:140][cH:141][cH:142]2)[cH:143][cH:144]1>>[CH3:13][c:51]1[n:50][c:49]([C:47]([O:46][CH2:42][CH2:43][CH2:44][CH3:45])=[O:48])[c:58]([OH:59])[c:57]2[c:52]1[cH:53][c:54]([O:60][c:61]1[cH:62][cH:63][cH:64][cH:65][cH:66]1)[cH:55][cH:56]2.